This data is from the Open Reaction Database (ORD), a public repository of structured organic reaction records. The task is: describe an organic reaction: reactants, conditions, products, and yield Reactants: [N+](=O)([O-])C1=C2C(C=CC(C2=CC=C1)=O)=O (5-nitro-1,4-naphthoquinone), C=CC=C (1,3-butadiene), COCCO (ethylene glycol monomethyl ether). Run in O (water). Conditions: temperature 25 celsius, time 6 hour. Yields the product [N+](=O)([O-])C1=C2C(C3CC=CCC3C(C2=CC=C1)=O)=O (5-nitro-1,4,4a,9a-tetrahydroanthraquinone). Yield: 94.0%. As a reaction SMILES: [N+:1]([C:4]1[CH:13]=[CH:12][CH:11]=[C:10]2[C:5]=1[C:6](=[O:15])[CH:7]=[CH:8][C:9]2=[O:14])([O-:3])=[O:2].[CH2:16]=[CH:17][CH:18]=[CH2:19].COCCO>O>[N+:1]([C:4]1[CH:13]=[CH:12][CH:11]=[C:10]2[C:5]=1[C:6](=[O:15])[CH:7]1[CH:8]([C:9]2=[O:14])[CH2:19][CH:18]=[CH:17][CH2:16]1)([O-:3])=[O:2]. Reported procedure: A mixture comprising 10 g of the obtained 5-nitro-1,4-naphthoquinone, 3.3 g of 1,3-butadiene and 40 ml of ethylene glycol monomethyl ether was retained in a 100-milliliter autoclave at 50° C. for 6 hours with stirring. The reaction pressure was initially 1.2 atmospheres and 1.0 atmosphere when the reaction was over. Thereafter, 60 ml of water was added to the reaction mixture and cooled to 25° C. The precipitated crystals were filtered, washed with 30 ml of methyl alcohol and dried under reduced... Reactants: [Li]C(C)(C)C (t-BuLi), IC=1C=CC(=NC1)C (5-Iodo-2-methylpyridine), Cl(=O)(=O)(=O)[O-].C1CC[N+]=2CCCC12 (1,2,3,5,6,7-hexahydropyrrolizinium perchlorate). Run in CCCCC (pentane), CCOCC (Et2O). Conditions: temperature -95 celsius, time 2 hour. Yields the product CC1=CC=C(C=N1)C12CCCN2CCC1 (7a-(6-methyl-3-pyridinyl)-hexahydro-1H-pyrrolizine). Yield: 44.8%. As a reaction SMILES: I[C:2]1[CH:3]=[CH:4][C:5]([CH3:8])=[N:6][CH:7]=1.[Li]C(C)(C)C.Cl([O-])(=O)(=O)=O.[CH2:19]1[C:26]2[CH2:25][CH2:24][CH2:23][N+:22]=2[CH2:21][CH2:20]1>CCOCC.CCCCC>[CH3:8][C:5]1[N:6]=[CH:7][C:2]([C:26]23[CH2:25][CH2:24][CH2:23][N:22]2[CH2:21][CH2:20][CH2:19]3)=[CH:3][CH:4]=1 |f:2.3|. Procedure details: 5-Iodo-2-methylpyridine (345 mg, 1.39 mmol) was dissolved in Et2O and cooled to -95° C. A solution of 2.5M t-BuLi (1.7M in pentane, 1.8 mL, 3.06 mmol) in pentane was added dropwise. 1,2,3,5,6,7-hexahydropyrrolizinium perchlorate (435 mg, 2.1 mmol) was added, and the reaction mixture was allowed to warm to -10° C. with stirring for 2 hours. The cold bath was removed, 2N HCl was added, and the phases were separated. The aqueous phase was basified with 15% NaOH and extracted with CH2Cl2 (2×). The C... Reactants: C(=O)(C(F)(F)F)O (TFA), C(C)(C)(C)OC(=O)N1CCN(CC1)C(C1=C(C=CC=C1)C(=O)OC)=O (4-(2-Methoxycarbonyl-benzoyl)-piperazine-1-carboxylic acid tert-butyl ester), CCN(C(C)C)C(C)C (DIPEA). The solvent is C(Cl)Cl (DCM). Reaction conditions: time 2 hour. Product: COC(C1=C(C=CC=C1)C(=O)N1CCNCC1)=O (2-(piperazine-1-carbonyl)-benzoic acid methyl ester). RXN SMILES: C(O)(C(F)(F)F)=O.C(OC([N:15]1[CH2:20][CH2:19][N:18]([C:21](=[O:32])[C:22]2[CH:27]=[CH:26][CH:25]=[CH:24][C:23]=2[C:28]([O:30][CH3:31])=[O:29])[CH2:17][CH2:16]1)=O)(C)(C)C.CCN(C(C)C)C(C)C>C(Cl)Cl>[CH3:31][O:30][C:28](=[O:29])[C:23]1[CH:24]=[CH:25][CH:26]=[CH:27][C:22]=1[C:21]([N:18]1[CH2:17][CH2:16][NH:15][CH2:20][CH2:19]1)=[O:32]. Procedure details: TFA (1.2 mL) was added to a stirred solution of 4-(2-Methoxycarbonyl-benzoyl)-piperazine-1-carboxylic acid tert-butyl ester (200 mg, 0.58 mmol) in DCM (5 mL) at 0° C. The resulting mixture was stirred at the same temperature for 2 hours. DIPEA (1.5 mL) was added to the cold reaction mixture and the mixture was concentrated under reduced pressure to afford 2-(piperazine-1-carbonyl)-benzoic acid methyl ester. The reactants are CC=1C=C(C=CC1)C1=CC=C(S1)C=O (5-(3-methylphenyl)-2-thiophenecarboxaldehyde), C(C)O (ethanol). The reagents and catalysts are [N+](=O)([O-])[O-].[Ag+] (silver nitrate). Solvent: O (water). Reaction conditions: time 1 hour. The product is CC=1C=C(C=CC1)C1=CC=C(S1)C(=O)O (5-(3-methylphenyl)-2-thiophenecarboxylic acid). The yield is 96.0%. RXN SMILES: [CH3:1][C:2]1[CH:3]=[C:4]([C:8]2[S:12][C:11]([CH:13]=[O:14])=[CH:10][CH:9]=2)[CH:5]=[CH:6][CH:7]=1.C([OH:17])C>O.[N+]([O-])([O-])=O.[Ag+]>[CH3:1][C:2]1[CH:3]=[C:4]([C:8]2[S:12][C:11]([C:13]([OH:17])=[O:14])=[CH:10][CH:9]=2)[CH:5]=[CH:6][CH:7]=1 |f:3.4|. Reported procedure: A solution of 5-(3-methylphenyl)-2-thiophenecarboxaldehyde (prepared immediately above, 4.7 g, 23.3 mmol) was dissolved in 100 mL of ethanol and sequentially treated with a solution of silver nitrate (7.9 g, 116.5 mmol) in 15 mL of water. The suspension was stirred at room temperature for 1 hour, then filtered, and the filter cake was washed with water and ether. The flitrate was separated, and the aqueous layer was acidified with conc. HCl to pH 4. This solution was twice extracted with ether. ... The reactants are C1CCOC1, CS(=O)(=O)c1ccc(-n2cc(CO)cn2)cc1, C1CCC2=NCCCN2CC1, [N-]=[N+]=NP(=O)(c1ccccc1)c1ccccc1. The product is CS(=O)(=O)c1ccc(-n2cc(CN=[N+]=[N-])cn2)cc1. Reaction SMILES: [CH2:46]1[O:47][CH2:48][CH2:49][CH2:50]1.[CH3:1][S:2](=[O:3])(=[O:4])[c:5]1[cH:6][cH:7][c:8](-[n:11]2[n:12][cH:13][c:14]([CH2:16][OH:17])[cH:15]2)[cH:9][cH:10]1.[N:35]12[CH2:36][CH2:37][CH2:38][N:39]=[C:40]1[CH2:41][CH2:42][CH2:43][CH2:44][CH2:45]2.[c:18]1([P:19]([c:20]2[cH:21][cH:22][cH:23][cH:24][cH:25]2)(=[O:26])[N:32]=[N+:33]=[N-:34])[cH:27][cH:28][cH:29][cH:30][cH:31]1>>[CH3:1][S:2](=[O:3])(=[O:4])[c:5]1[cH:6][cH:7][c:8](-[n:11]2[n:12][cH:13][c:14]([CH2:16][N:32]=[N+:33]=[N-:34])[cH:15]2)[cH:9][cH:10]1. The reactants are O=C(Nc1ccc(Cl)c(Cl)c1)N1CCN(CC2CCCN(CCO)C2)CC1, Oc1ccccc1. Product: O=C(Nc1ccc(Cl)c(Cl)c1)N1CCN(CC2CCCN(CCOc3ccccc3)C2)CC1. Reaction SMILES: [Cl:1][c:2]1[cH:3][c:4]([NH:9][C:10](=[O:11])[N:12]2[CH2:13][CH2:14][N:15]([CH2:18][CH:19]3[CH2:20][N:21]([CH2:25][CH2:26][OH:27])[CH2:22][CH2:23][CH2:24]3)[CH2:16][CH2:17]2)[cH:5][cH:6][c:7]1[Cl:8].[OH:28][c:29]1[cH:30][cH:31][cH:32][cH:33][cH:34]1>>[Cl:1][c:2]1[cH:3][c:4]([NH:9][C:10](=[O:11])[N:12]2[CH2:13][CH2:14][N:15]([CH2:18][CH:19]3[CH2:20][N:21]([CH2:25][CH2:26][O:27][c:29]4[cH:30][cH:31][cH:32][cH:33][cH:34]4)[CH2:22][CH2:23][CH2:24]3)[CH2:16][CH2:17]2)[cH:5][cH:6][c:7]1[Cl:8]. Reactants: COc1ncc2nc(Br)ccc2n1, O=C([O-])[O-], [K+], [K+], CC(C)(O)c1ccc(-c2cc(C(N)=O)c(N)s2)cc1, O=C(C=Cc1ccccc1)C=Cc1ccccc1, O=C(C=Cc1ccccc1)C=Cc1ccccc1, O=C(C=Cc1ccccc1)C=Cc1ccccc1, [Pd], [Pd]. Yields the product COc1ncc2nc(Nc3sc(-c4ccc(C(C)(C)O)cc4)cc3C(N)=O)ccc2n1. As a reaction SMILES: [Br:1][c:2]1[cH:3][cH:4][c:5]2[n:6][c:7]([O:12][CH3:13])[n:8][cH:9][c:10]2[n:11]1.[C:33](=[O:34])([O-:35])[O-:36].[K+:37].[K+:38].[NH2:14][c:15]1[s:16][c:17](-[c:23]2[cH:24][cH:25][c:26]([C:29]([CH3:30])([CH3:31])[OH:32])[cH:27][cH:28]2)[cH:18][c:19]1[C:20](=[O:21])[NH2:22].[O:41]=[C:42]([CH:43]=[CH:44][c:45]1[cH:46][cH:47][cH:48][cH:49][cH:50]1)[CH:51]=[CH:52][c:53]1[cH:54][cH:55][cH:56][cH:57][cH:58]1.[O:59]=[C:60]([CH:61]=[CH:62][c:63]1[cH:64][cH:65][cH:66][cH:67][cH:68]1)[CH:69]=[CH:70][c:71]1[cH:72][cH:73][cH:74][cH:75][cH:76]1.[O:77]=[C:78]([CH:79]=[CH:80][c:81]1[cH:82][cH:83][cH:84][cH:85][cH:86]1)[CH:87]=[CH:88][c:89]1[cH:90][cH:91][cH:92][cH:93][cH:94]1.[Pd:39].[Pd:40]>>[c:2]1([NH:14][c:15]2[s:16][c:17](-[c:23]3[cH:24][cH:25][c:26]([C:29]([CH3:30])([CH3:31])[OH:32])[cH:27][cH:28]3)[cH:18][c:19]2[C:20](=[O:21])[NH2:22])[cH:3][cH:4][c:5]2[n:6][c:7]([O:12][CH3:13])[n:8][cH:9][c:10]2[n:11]1. The reactants are F[B-](F)(F)F, CCN(C(C)C)C(C)C, ClCCl, Cc1cc(C(=O)O)ccc1F, CNC(CN1CCC1)C1CC1, CN(C)C(On1nnc2ccccc21)=[N+](C)C. Product: Cc1cc(C(=O)N(C)C(CN2CCC2)C2CC2)ccc1F. RXN SMILES: [B-:21]([F:22])([F:23])([F:24])[F:25].[CH:12]([N:13]([CH2:14][CH3:15])[CH:16]([CH3:17])[CH3:18])([CH3:19])[CH3:20].[Cl:54][CH2:55][Cl:56].[F:1][c:2]1[c:3]([CH3:11])[cH:4][c:5]([C:6](=[O:7])[OH:8])[cH:9][cH:10]1.[N:43]1([CH2:47][CH:48]([NH:49][CH3:50])[CH:51]2[CH2:52][CH2:53]2)[CH2:44][CH2:45][CH2:46]1.[n:26]1([O:27][C:28]([N:29]([CH3:30])[CH3:31])=[N+:32]([CH3:33])[CH3:34])[c:35]2[cH:36][cH:37][cH:38][cH:39][c:40]2[n:41][n:42]1>>[F:1][c:2]1[c:3]([CH3:11])[cH:4][c:5]([C:6](=[O:8])[N:49]([CH:48]([CH2:47][N:43]2[CH2:44][CH2:45][CH2:46]2)[CH:51]2[CH2:52][CH2:53]2)[CH3:50])[cH:9][cH:10]1.